Task: describe an organic reaction: reactants, conditions, products, and yield. Dataset: the Open Reaction Database (ORD), a public repository of structured organic reaction records The reactants are CC(C)C[Al+]CC(C)C, CCCCCC, COC(=O)c1cc(C)c2cccc(C(C)C)c2n1, [Cl-], [H-], [NH4+], C1CCOC1, O. The product is Cc1cc(CO)nc2c(C(C)C)cccc12. As a reaction SMILES: [CH2:26]([Al+:27][CH2:28][CH:29]([CH3:30])[CH3:31])[CH:32]([CH3:33])[CH3:34].[CH3:19][CH2:20][CH2:21][CH2:22][CH2:23][CH3:24].[CH:1]([CH3:2])([CH3:3])[c:4]1[cH:5][cH:6][cH:7][c:8]2[c:9]([CH3:18])[cH:10][c:11]([C:14](=[O:15])[O:16][CH3:17])[n:12][c:13]12.[Cl-:35].[H-:25].[NH4+:36].[O:37]1[CH2:38][CH2:39][CH2:40][CH2:41]1.[OH2:42]>>[CH:1]([CH3:2])([CH3:3])[c:4]1[cH:5][cH:6][cH:7][c:8]2[c:9]([CH3:18])[cH:10][c:11]([CH2:14][OH:15])[n:12][c:13]12. The product is O=C(C(=O)OC(C)C)C=1C=C2C3(C(N(C2=CC1)C)N(CC3)C)C (1,2,3,3 a,8,8a-hexahydro-α-oxo-1,3a,8-trimethyl-5-pyrrolo[2,3-b]indole acetic acid, isopropyl ester). The reagents and catalysts are [O-]CC.[Ti+4].[O-]CC.[O-]CC.[O-]CC (titanium (IV) ethoxide). Reaction conditions: temperature 0 celsius. As a reaction SMILES: [O:1]=[C:2]([C:8]1[CH:9]=[C:10]2[C:14](=[CH:15][CH:16]=1)[N:13]([CH3:17])[CH:12]1[N:18]([CH3:21])[CH2:19][CH2:20][C:11]21[CH3:22])[C:3]([O:5][CH2:6][CH3:7])=[O:4].[CH:23](O)(C)C>[O-]CC.[Ti+4].[O-]CC.[O-]CC.[O-]CC>[O:1]=[C:2]([C:8]1[CH:9]=[C:10]2[C:14](=[CH:15][CH:16]=1)[N:13]([CH3:17])[CH:12]1[N:18]([CH3:21])[CH2:19][CH2:20][C:11]21[CH3:22])[C:3]([O:5][CH:6]([CH3:23])[CH3:7])=[O:4] |f:2.3.4.5.6|. Procedure details: To a chilled (0° C.), stirred solution of 1,2,3,3a,8,8a-hexahydro-α-oxo-1,3a,8-trimethyl-5-pyrrolo[2,3-b]indole acetic acid, ethyl ester (0.68 g) in anhydrous isopropyl alcohol (10.2 ml) was added titanium (IV) ethoxide (0.17 ml) via syringe under a nitrogen atmosphere. The solution was warmed to room temperature and refluxed for 6.5 hours. The isopropyl alcohol was removed under reduced pressure and the residue dissolved in ethyl acetate (100 ml). The solution was washed twice with 50 ml portio... The reactants are O=C(C(=O)OCC)C=1C=C2C3(C(N(C2=CC1)C)N(CC3)C)C (1,2,3,3a,8,8a-hexahydro-α-oxo-1,3a,8-trimethyl-5-pyrrolo[2,3-b]indole acetic acid, ethyl ester), C(C)(C)O (isopropyl alcohol). The reactants are CCNCC, ClCCCl, C#CC(C)C, CN1Cc2c(I)ncn2-c2cccc(Cl)c2C1=O, [Cu]I, Cl[Pd]Cl, c1ccc(P(c2ccccc2)c2ccccc2)cc1, c1ccc(P(c2ccccc2)c2ccccc2)cc1. The product is CC(C)C#Cc1ncn2c1CN(C)C(=O)c1c(Cl)cccc1-2. As a reaction SMILES: [CH2:24]([NH:25][CH2:26][CH3:27])[CH3:28].[CH2:29]([Cl:30])[CH2:31][Cl:32].[CH3:19][CH:20]([C:21]#[CH:22])[CH3:23].[Cl:1][c:2]1[cH:3][cH:4][cH:5][c:6]2[c:7]1[C:8](=[O:18])[N:9]([CH3:17])[CH2:10][c:11]1[n:12]-2[cH:13][n:14][c:15]1[I:16].[Cu:74][I:75].[Pd:33]([Cl:34])[Cl:35].[c:36]1([P:37]([c:38]2[cH:39][cH:40][cH:41][cH:42][cH:43]2)[c:44]2[cH:45][cH:46][cH:47][cH:48][cH:49]2)[cH:50][cH:51][cH:52][cH:53][cH:54]1.[c:55]1([P:56]([c:57]2[cH:58][cH:59][cH:60][cH:61][cH:62]2)[c:63]2[cH:64][cH:65][cH:66][cH:67][cH:68]2)[cH:69][cH:70][cH:71][cH:72][cH:73]1>>[Cl:1][c:2]1[cH:3][cH:4][cH:5][c:6]2[c:7]1[C:8](=[O:18])[N:9]([CH3:17])[CH2:10][c:11]1[n:12]-2[cH:13][n:14][c:15]1[C:22]#[C:21][CH:20]([CH3:19])[CH3:23]. Starting materials: BrC=1C=C2C(=NC1)N(C(=N2)C2=C(C=CC=C2)SCC)C (6-bromo-2-(2-ethylsulfanylphenyl)-3-methyl-3H-imidazo[4,5-b]pyridine), I(=O)(=O)(=O)[O-].[Na+] (sodium periodate), CO (methanol). The solvent is C1CCOC1 (THF), O (water), O (Water). Conditions: time 3.5 hour. Yields the product BrC=1C=C2C(=NC1)N(C(=N2)C2=C(C=CC=C2)S(=O)CC)C (6-bromo-2-(2-ethylsulfinylphenyl)-3-methyl-3H-imidazo[4,5-b]pyridine). The yield is 90.8%. RXN SMILES: [Br:1][C:2]1[CH:3]=[C:4]2[N:10]=[C:9]([C:11]3[CH:16]=[CH:15][CH:14]=[CH:13][C:12]=3[S:17][CH2:18][CH3:19])[N:8]([CH3:20])[C:5]2=[N:6][CH:7]=1.I([O-])(=O)(=O)=[O:22].[Na+].CO>O.C1COCC1>[Br:1][C:2]1[CH:3]=[C:4]2[N:10]=[C:9]([C:11]3[CH:16]=[CH:15][CH:14]=[CH:13][C:12]=3[S:17]([CH2:18][CH3:19])=[O:22])[N:8]([CH3:20])[C:5]2=[N:6][CH:7]=1 |f:1.2|. Procedure details: A mixture of 6-bromo-2-(2-ethylsulfanylphenyl)-3-methyl-3H-imidazo[4,5-b]pyridine (0.20 g), sodium periodate (0.18 g), methanol (3 ml), water (1 ml), and THF (0.4 ml) was stirred at room temperature for 3.5 hours. Water was poured thereinto under ice-cooling, and then the precipitated solid was collected by filtration. The obtained solid was washed with water and hexane, and dried to give 0.19 g of 6-bromo-2-(2-ethylsulfinylphenyl)-3-methyl-3H-imidazo[4,5-b]pyridine (hereinafter referred to as P... Starting materials: CC(C)(C)C(=O)Cl, O=C1NC(Cc2ccccc2)CO1, C1CCOC1, [N-]=[N+]=NCCCC(=O)O. The product is [N-]=[N+]=NCCCC(=O)N1C(=O)OCC1Cc1ccccc1. RXN SMILES: [C:10]([Cl:11])(=[O:12])[C:13]([CH3:14])([CH3:15])[CH3:16].[CH2:17]([c:18]1[cH:19][cH:20][cH:21][cH:22][cH:23]1)[CH:24]1[NH:25][C:26](=[O:29])[O:27][CH2:28]1.[CH2:30]1[O:31][CH2:32][CH2:33][CH2:34]1.[N:1](=[N+:2]=[N-:3])[CH2:4][CH2:5][CH2:6][C:7](=[O:8])[OH:9]>>[N:1](=[N+:2]=[N-:3])[CH2:4][CH2:5][CH2:6][C:7](=[O:9])[N:25]1[CH:24]([CH2:17][c:18]2[cH:19][cH:20][cH:21][cH:22][cH:23]2)[CH2:28][O:27][C:26]1=[O:29].